This data is from the Open Reaction Database (ORD), a public repository of structured organic reaction records. The task is: describe an organic reaction: reactants, conditions, products, and yield Reactants: COC1=CC(=C(C=C1)C=1OC2=CC=CC=C2C(C1)=O)[N+](=O)[O-] (2-(4-Methoxy-2-nitrophenyl)-4H-chromen-4-one), Cl[Sn]Cl (SnCl2). Solvent: C(C)O (ethanol), O (water). Product: NC1=C(C=CC(=C1)OC)C=1OC2=CC=CC=C2C(C1)=O (2-(2-amino-4-methoxyphenyl)-4H-chromen-4-one). Isolated yield 58.6%. RXN SMILES: [CH3:1][O:2][C:3]1[CH:8]=[CH:7][C:6]([C:9]2[O:10][C:11]3[C:16]([C:17](=[O:19])[CH:18]=2)=[CH:15][CH:14]=[CH:13][CH:12]=3)=[C:5]([N+:20]([O-])=O)[CH:4]=1.Cl[Sn]Cl>C(O)C.O>[NH2:20][C:5]1[CH:4]=[C:3]([O:2][CH3:1])[CH:8]=[CH:7][C:6]=1[C:9]1[O:10][C:11]2[C:16]([C:17](=[O:19])[CH:18]=1)=[CH:15][CH:14]=[CH:13][CH:12]=2. Procedure details: 2-(4-Methoxy-2-nitrophenyl)-4H-chromen-4-one (1.5 g, 5.04 mmol) was dissolved in ethanol (30 mL) and heated at reflux. SnCl2 (4.97 g , 26.23 mmol) was added. The mixture was heated under reflux for 20 min. The reaction mixture was cooled to rt diluted with water, neutralized and extracted with ethyl acetate to give the crude compound. This was purified by column chromatography using 3% MeOH in CH2Cl2 to give 2-(2-amino-4-methoxyphenyl)-4H-chromen-4-one (790 mg, 58%). Reactants: C(=O)(Cl)Cl (phosgene), NC=1SC2=C(N1)CC(CC2C)(C)C (2-amino-5,5,7-trimethyl-4,5,6,7-tetrahydrobenzothiazole). The solvent is C(C)(=O)OCC (ethyl acetate). The product is CC1(CC(C2=C(N=C(S2)N=C=O)C1)C)C (5,5,7-trimethyl-4,5,6,7-tetrahydrobenzothiazol-2-yl-isocyanate). Reaction SMILES: [C:1](Cl)(Cl)=[O:2].[NH2:5][C:6]1[S:7][C:8]2[CH:14]([CH3:15])[CH2:13][C:12]([CH3:17])([CH3:16])[CH2:11][C:9]=2[N:10]=1>C(OCC)(=O)C>[CH3:16][C:12]1([CH3:17])[CH2:11][C:9]2[N:10]=[C:6]([N:5]=[C:1]=[O:2])[S:7][C:8]=2[CH:14]([CH3:15])[CH2:13]1. Reported procedure: A saturated solution of phosgene in ethyl acetate (200 ml) and 2-amino-5,5,7-trimethyl-4,5,6,7-tetrahydrobenzothiazole (6.0 grams) were charged into a glass reaction vessel equipped with a mechanical stirrer and reflux condenser. The reaction mixture was heated at reflux for a period of about 5 hours. After this time the reaction was stripped of solvent and unreacted starting materials to yield the desired product 5,5,7-trimethyl-4,5,6,7-tetrahydrobenzothiazol-2-yl-isocyanate dimer as a brown cr... The reactants are NC([C@H](CC1=CC=C(C=C1)C1=CC=C(C=C1)S(=O)(=O)N1CCN(CC1)C)NC(=O)C1(CCOCC1)NC(OC(C)(C)C)=O)=O ((S)-tert-Butyl 4-(1-amino-3-(4′-(4-methylpiperazin-1-ylsulfonyl)biphenyl-4-yl)-1-oxopropan-2-ylcarbamoyl)tetrahydro-2H-pyran-4-ylcarbamate), CC[N+](CC)(CC)S(=O)(=O)N=C([O-])OC (Burgess' reagent). Run in ClCCl (dichloromethane). Run at time 18 hour. Product: C(#N)[C@H](CC1=CC=C(C=C1)C1=CC=C(C=C1)S(=O)(=O)N1CCN(CC1)C)NC(=O)C1(CCOCC1)NC(OC(C)(C)C)=O ((S)-tert-Butyl 4-(1-cyano-2-(4′-(4-methylpiperazin-1-ylsulfonyl)biphenyl-4-yl)ethylcarbamoyl)tetrahydro-2H-pyran-4-ylcarbamate). The yield is 96.4%. As a reaction SMILES: [NH2:1][C:2](=O)[C@@H:3]([NH:27][C:28]([C:30]1([NH:36][C:37](=[O:43])[O:38][C:39]([CH3:42])([CH3:41])[CH3:40])[CH2:35][CH2:34][O:33][CH2:32][CH2:31]1)=[O:29])[CH2:4][C:5]1[CH:10]=[CH:9][C:8]([C:11]2[CH:16]=[CH:15][C:14]([S:17]([N:20]3[CH2:25][CH2:24][N:23]([CH3:26])[CH2:22][CH2:21]3)(=[O:19])=[O:18])=[CH:13][CH:12]=2)=[CH:7][CH:6]=1.CC[N+](S(N=C(OC)[O-])(=O)=O)(CC)CC>ClCCl>[C:2]([C@@H:3]([NH:27][C:28]([C:30]1([NH:36][C:37](=[O:43])[O:38][C:39]([CH3:41])([CH3:40])[CH3:42])[CH2:35][CH2:34][O:33][CH2:32][CH2:31]1)=[O:29])[CH2:4][C:5]1[CH:6]=[CH:7][C:8]([C:11]2[CH:12]=[CH:13][C:14]([S:17]([N:20]3[CH2:25][CH2:24][N:23]([CH3:26])[CH2:22][CH2:21]3)(=[O:19])=[O:18])=[CH:15][CH:16]=2)=[CH:9][CH:10]=1)#[N:1]. Procedure: (S)-tert-Butyl 4-(1-amino-3-(4′-(4-methylpiperazin-1-ylsulfonyl)biphenyl-4-yl)-1-oxopropan-2-ylcarbamoyl)tetrahydro-2H-pyran-4-ylcarbamate (Example 29, step (i), 267 mg) in dichloromethane (10 mL) was treated with Burgess' reagent (202 mg) and the mixture was stirred at room temperature for 18 h. The solvent was partially evaporated under reduced pressure and the mixture was purified by chromatography on silica eluting with methanol/dichloromethane (0:100 to 5:95), triethylamine/methanol/dichlor... Yields the product CC1=NC2(NC1=S)c1cc(Br)ccc1CC21CCOCC1. Reactants: N=C1c2cc(Br)ccc2CC12CCOCC2, CO, CC(=O)C(N)=S. Reaction SMILES: [Br:1][c:2]1[cH:3][cH:4][c:5]2[c:9]([cH:10]1)[C:8](=[NH:11])[C:7]1([CH2:6]2)[CH2:12][CH2:13][O:14][CH2:15][CH2:16]1.[CH3:23][OH:24].[O:17]=[C:18]([C:19]([NH2:20])=[S:21])[CH3:22]>>[Br:1][c:2]1[cH:3][cH:4][c:5]2[c:9]([cH:10]1)[C:8]1([C:7]3([CH2:6]2)[CH2:12][CH2:13][O:14][CH2:15][CH2:16]3)[N:11]=[C:18]([CH3:22])[C:19](=[S:21])[NH:20]1. The reactants are CO, Cc1nc(O)nc(C)c1[N+](=O)[O-]. Yields the product Cc1nc(O)nc(C)c1N. As a reaction SMILES: [CH3:13][OH:14].[CH3:1][c:2]1[n:3][c:4]([OH:12])[n:5][c:6]([CH3:11])[c:7]1[N+:8]([O-:9])=[O:10]>>[CH3:1][c:2]1[n:3][c:4]([OH:12])[n:5][c:6]([CH3:11])[c:7]1[NH2:8]. The reactants are C1CCOC1, CC(C)=O, CC(=O)O, CON(C)C(=O)CN1CCN(C(=O)C=Cc2ccc(Cl)c(Cl)c2)CCC1=O, [K+], O=S(=O)([O-])O. The product is O=CCN1CCN(C(=O)C=Cc2ccc(Cl)c(Cl)c2)CCC1=O. Reaction SMILES: [CH2:42]1[O:43][CH2:44][CH2:45][CH2:46]1.[CH3:28][C:29](=[O:30])[CH3:31].[CH3:32][C:33](=[O:34])[OH:35].[Cl:1][c:2]1[cH:3][c:4]([CH:9]=[CH:10][C:11](=[O:12])[N:13]2[CH2:14][CH2:15][N:16]([CH2:21][C:22](=[O:23])[N:24]([O:25][CH3:26])[CH3:27])[C:17](=[O:20])[CH2:18][CH2:19]2)[cH:5][cH:6][c:7]1[Cl:8].[K+:41].[S:36](=[O:37])(=[O:38])([OH:39])[O-:40]>>[Cl:1][c:2]1[cH:3][c:4]([CH:9]=[CH:10][C:11](=[O:12])[N:13]2[CH2:14][CH2:15][N:16]([CH2:21][CH:22]=[O:23])[C:17](=[O:20])[CH2:18][CH2:19]2)[cH:5][cH:6][c:7]1[Cl:8]. Starting materials: C1=CC=CC=2OC3=CC=CC=C3NC12 (phenoxazine), CC(C)([O-])C.[K+] (potassium tert-butoxide), ClCC=1C=C(C(=O)OC)C=CC1 (methyl 3-(chloromethyl)benzoate). The solvent is O1CCCC1 (tetrahydrofuran), O1CCCC1 (tetrahydrofuran). Reaction conditions: temperature 0 celsius, time 10 minute. Product: C1=CC=CC=2OC3=CC=CC=C3N(C12)CC=1C=C(C(=O)OC)C=CC1 (methyl 3-(phenoxazin-10-ylmethyl)benzoate). Isolated yield 28.1%. As a reaction SMILES: [CH:1]1[C:14]2[NH:13][C:12]3[C:7](=[CH:8][CH:9]=[CH:10][CH:11]=3)[O:6][C:5]=2[CH:4]=[CH:3][CH:2]=1.CC(C)([O-])C.[K+].Cl[CH2:22][C:23]1[CH:24]=[C:25]([CH:30]=[CH:31][CH:32]=1)[C:26]([O:28][CH3:29])=[O:27]>O1CCCC1>[CH:11]1[C:12]2[N:13]([CH2:22][C:23]3[CH:24]=[C:25]([CH:30]=[CH:31][CH:32]=3)[C:26]([O:28][CH3:29])=[O:27])[C:14]3[C:5](=[CH:4][CH:3]=[CH:2][CH:1]=3)[O:6][C:7]=2[CH:8]=[CH:9][CH:10]=1 |f:1.2|. Procedure: To a solution of phenoxazine (2.20 g) in tetrahydrofuran (30 ml) was added potassium tert-butoxide (2.69 g) at 0° C. The mixture was stirred at 0° C. for 10 minutes, and then a solution of methyl 3-(chloromethyl)benzoate (2.44 g) in tetrahydrofuran (20 ml) was added. The mixture was stirred at 25° C. for 30 minutes, and then evaporated. The residue was partitioned between ethyl acetate and 0.1N hydrochloric acid. The organic layer was washed with water and brine, dried over magnesium sulfate, an... The reactants are COC(=O)c1ccccc1-c1ccc(OC)cn1, [Na+], [OH-]. Yields the product COc1ccc(-c2ccccc2C(=O)O)nc1. As a reaction SMILES: [CH3:1][O:2][c:3]1[cH:4][n:5][c:6](-[c:9]2[c:10]([C:11](=[O:12])[O:13][CH3:14])[cH:15][cH:16][cH:17][cH:18]2)[cH:7][cH:8]1.[Na+:20].[OH-:19]>>[CH3:1][O:2][c:3]1[cH:4][n:5][c:6](-[c:9]2[c:10]([C:11](=[O:12])[OH:13])[cH:15][cH:16][cH:17][cH:18]2)[cH:7][cH:8]1.